describe an organic reaction: reactants, conditions, products, and yield From a dataset of the Open Reaction Database (ORD), a public repository of structured organic reaction records. Starting materials: COC=1C=C(C=C(C1OC)[N+](=O)[O-])C1=NN(C(=C1)O)C (3-(3,4-dimethoxy-5-nitrophenyl)-1-methylpyrazol-5-ol), B(Br)(Br)Br (boron tribromide), C(C)O (ethanol). The solvent is C(Cl)Cl (methylene chloride), C(Cl)Cl (methylene chloride). Reaction conditions: time 1 hour. The product is Br.OC1=CC(=NN1C)C1=CC(=C(C(O)=C1)O)[N+](=O)[O-] (5-(5-hydroxy-1-methylpyrazol-3-yl)-3-nitropyrocatechol hydrobromide). As a reaction SMILES: C[O:2][C:3]1[CH:4]=[C:5]([C:14]2[CH:18]=[C:17]([OH:19])[N:16]([CH3:20])[N:15]=2)[CH:6]=[C:7]([N+:11]([O-:13])=[O:12])[C:8]=1[O:9]C.B(Br)(Br)[Br:22].C(O)C>C(Cl)Cl>[BrH:22].[OH:19][C:17]1[N:16]([CH3:20])[N:15]=[C:14]([C:5]2[CH:4]=[C:3]([OH:2])[C:8]([OH:9])=[C:7]([N+:11]([O-:13])=[O:12])[CH:6]=2)[CH:18]=1 |f:4.5|. Procedure details: 2.0 g of 3-(3,4-dimethoxy-5-nitrophenyl)-1-methylpyrazol-5-ol are suspended in 100 ml or methylene chloride. After cooling to -40° a solution of 4.9 ml of boron tribromide in 60 ml of methylene chloride is added dropwise thereto within 1 hour. The mixture is subsequently stirred at room temperature for 16 hours, cooled to -20° and treated within 30 minutes with 100 ml of ethanol. After stirring at room temperature for 1 hour, the solvent is removed by distillation in a water-jet vacuum at 40°. T... The reactants are O=C([O-])O, CC1COCCN1c1cc(CS(=O)(=O)C(C)C)nc(-c2ccc(N)cc2)n1, O=C(Cl)Oc1ccccc1, [Na+], C1COCCO1. Product: CC1COCCN1c1cc(CS(=O)(=O)C(C)C)nc(-c2ccc(NC(=O)Oc3ccccc3)cc2)n1. RXN SMILES: [C:28](=[O:29])([OH:30])[O-:31].[CH:1]([CH3:2])([CH3:3])[S:4](=[O:5])(=[O:6])[CH2:7][c:8]1[n:9][c:10](-[c:21]2[cH:22][cH:23][c:24]([NH2:27])[cH:25][cH:26]2)[n:11][c:12]([N:14]2[CH:15]([CH3:20])[CH2:16][O:17][CH2:18][CH2:19]2)[cH:13]1.[Cl:33][C:34](=[O:35])[O:36][c:37]1[cH:38][cH:39][cH:40][cH:41][cH:42]1.[Na+:32].[O:43]1[CH2:44][CH2:45][O:46][CH2:47][CH2:48]1>>[CH:1]([CH3:2])([CH3:3])[S:4](=[O:5])(=[O:6])[CH2:7][c:8]1[n:9][c:10](-[c:21]2[cH:22][cH:23][c:24]([NH:27][C:34](=[O:35])[O:36][c:37]3[cH:38][cH:39][cH:40][cH:41][cH:42]3)[cH:25][cH:26]2)[n:11][c:12]([N:14]2[CH:15]([CH3:20])[CH2:16][O:17][CH2:18][CH2:19]2)[cH:13]1. The reactants are CC(=O)O[BH-](OC(C)=O)OC(C)=O, ClCCl, COC(=O)c1cccc(N)c1C(=O)OC, CC(=O)O, CCCCC=O, [Na+]. Product: CCCCCNc1cccc(C(=O)OC)c1C(=O)OC. RXN SMILES: [C:26]([O:27][BH-:28]([O:29][C:30](=[O:31])[CH3:32])[O:33][C:34](=[O:35])[CH3:36])(=[O:37])[CH3:38].[CH2:40]([Cl:41])[Cl:42].[CH3:1][O:2][C:3]([c:4]1[c:5]([C:6](=[O:7])[O:8][CH3:9])[c:10]([NH2:14])[cH:11][cH:12][cH:13]1)=[O:15].[CH3:22][C:23](=[O:24])[OH:25].[CH:16]([CH2:17][CH2:18][CH2:19][CH3:20])=[O:21].[Na+:39]>>[CH3:1][O:2][C:3]([c:4]1[c:5]([C:6](=[O:7])[O:8][CH3:9])[c:10]([NH:14][CH2:16][CH2:17][CH2:18][CH2:19][CH3:20])[cH:11][cH:12][cH:13]1)=[O:15]. The reactants are CCn1c(-c2nonc2N)nc2cncc(Br)c21, C1COCCO1, COc1ccc(S)cc1, CC(C)(C)[O-], Cc1ccccc1, CCOC(C)=O, CO, [Na+]. Product: CCn1c(-c2nonc2N)nc2cncc(Sc3ccc(OC)cc3)c21. As a reaction SMILES: [Br:1][c:2]1[c:3]2[c:4]([cH:5][n:6][cH:7]1)[n:8][c:9](-[c:13]1[c:14]([NH2:18])[n:15][o:16][n:17]1)[n:10]2[CH2:11][CH3:12].[CH2:34]1[O:35][CH2:36][CH2:37][O:38][CH2:39]1.[CH3:19][O:20][c:21]1[cH:22][cH:23][c:24]([SH:27])[cH:25][cH:26]1.[CH3:28][C:29]([CH3:30])([O-:31])[CH3:32].[CH3:40][c:41]1[cH:42][cH:43][cH:44][cH:45][cH:46]1.[CH3:47][CH2:48][O:49][C:50](=[O:51])[CH3:52].[CH3:53][OH:54].[Na+:33]>>[c:2]1([S:27][c:24]2[cH:23][cH:22][c:21]([O:20][CH3:19])[cH:26][cH:25]2)[c:3]2[c:4]([cH:5][n:6][cH:7]1)[n:8][c:9](-[c:13]1[c:14]([NH2:18])[n:15][o:16][n:17]1)[n:10]2[CH2:11][CH3:12]. Reactants: C1COCCO1, CCOCC, [Na+], [OH-], O, Cc1ccc(S(=O)(=O)n2ccc(C(=O)c3ccc4ccccc4c3)c2)cc1. The product is O=C(c1cc[nH]c1)c1ccc2ccccc2c1. Reaction SMILES: [CH2:28]1[O:29][CH2:30][CH2:31][O:32][CH2:33]1.[CH3:36][CH2:37][O:38][CH2:39][CH3:40].[Na+:35].[OH-:34].[OH2:41].[cH:1]1[c:2]([C:11](=[O:12])[c:13]2[cH:14][n:15]([S:18]([c:19]3[cH:20][cH:21][c:22]([CH3:23])[cH:24][cH:25]3)(=[O:26])=[O:27])[cH:16][cH:17]2)[cH:3][cH:4][c:5]2[cH:6][cH:7][cH:8][cH:9][c:10]12>>[cH:1]1[c:2]([C:11](=[O:12])[c:13]2[cH:14][nH:15][cH:16][cH:17]2)[cH:3][cH:4][c:5]2[cH:6][cH:7][cH:8][cH:9][c:10]12. RXN SMILES: ClCC(NC1SC=C(/C(=N/OC)/C(N[C@@H:15]2[C:22](=[O:23])[N:21]3[C@@H:16]2[S:17][CH2:18][C:19]([CH2:27]SC2N(C)N=C(O)C(=O)N=2)=[C:20]3[C:24]([OH:26])=[O:25])=O)N=1)=O.NC(N)=S.[C:45](=[O:48])([O-])[OH:46].[Na+].[CH:50](O)=O>O>[CH3:50][C:45]([O:46][CH2:27][C:19]1[CH2:18][S:17][C@@H:16]2[CH2:15][C:22](=[O:23])[N:21]2[C:20]=1[C:24]([OH:26])=[O:25])=[O:48] |f:2.3|. Run in O (water). Run at time 8 hour. Reported procedure: 15.3 g of (6R,7R)-7-[2-[2-(2-chloroacetamido)-4-thiazolyl]-2-[(Z)-methoxyimino]acetamido]-3-[[(2,5-dihydro-6-hydroxy-2-methyl-5-oxo-as-triazin-3-yl)thio]methyl]-8-oxo-5-thia-1-azabicyclo[4.2.0]oct-2-ene-2-carboxylic acid (Fraction I) are suspended in 150 ml of water together with 5 g of thiourea. While gassing well with nitrogen and stirring, the pH is adjusted to 6.8-7.0 with saturated sodium hydrogen carbonate solution, an orange coloured solution resulting. The pH of the solution is held cons... The reactants are ClCC(=O)NC=1SC=C(N1)/C(/C(=O)N[C@H]1[C@H]2SCC(=C(N2C1=O)C(=O)O)CSC=1N(N=C(C(N1)=O)O)C)=N/OC ((6R,7R)-7-[2-[2-(2-chloroacetamido)-4-thiazolyl]-2-[(Z)-methoxyimino]acetamido]-3-[[(2,5-dihydro-6-hydroxy-2-methyl-5-oxo-as-triazin-3-yl)thio]methyl]-8-oxo-5-thia-1-azabicyclo[4.2.0]oct-2-ene-2-carboxylic acid), NC(=S)N (thiourea), C(O)([O-])=O.[Na+] (sodium hydrogen carbonate), C(=O)O (formic acid), NC(=S)N (thiourea), C(O)([O-])=O.[Na+] (sodium hydrogen carbonate), C(O)([O-])=O.[Na+] (sodium hydrogen carbonate). The product is CC(=O)OCC1=C(N2[C@@H](CC2=O)SC1)C(=O)O (cephalosporanic acid).